From a dataset of the Open Reaction Database (ORD), a public repository of structured organic reaction records. describe an organic reaction: reactants, conditions, products, and yield Starting materials: C(C)N(CCCCCCCCC1=CC=C(C=C1)CCCCCCCCN(CC)CC)CC (1,4-bis(8-diethylaminooctyl)benzene), C(C)I (ethyl iodide), C(C)O (ethanol). Conditions: time 10 minute. The product is [I-].[I-].C(C)[N+](CCCCCCCCC1=CC=C(C=C1)CCCCCCCC[N+](CC)(CC)CC)(CC)CC (1,4-Bis(8-triethylammoniooctyl)benzene diiodide). Reaction SMILES: [CH2:1]([N:3]([CH2:31][CH3:32])[CH2:4][CH2:5][CH2:6][CH2:7][CH2:8][CH2:9][CH2:10][CH2:11][C:12]1[CH:17]=[CH:16][C:15]([CH2:18][CH2:19][CH2:20][CH2:21][CH2:22][CH2:23][CH2:24][CH2:25][N:26]([CH2:29][CH3:30])[CH2:27][CH3:28])=[CH:14][CH:13]=1)[CH3:2].[CH2:33]([I:35])[CH3:34].[CH2:36](O)[CH3:37]>>[I-:35].[I-:35].[CH2:29]([N+:26]([CH2:33][CH3:34])([CH2:27][CH3:28])[CH2:25][CH2:24][CH2:23][CH2:22][CH2:21][CH2:20][CH2:19][CH2:18][C:15]1[CH:14]=[CH:13][C:12]([CH2:11][CH2:10][CH2:9][CH2:8][CH2:7][CH2:6][CH2:5][CH2:4][N+:3]([CH2:36][CH3:37])([CH2:1][CH3:2])[CH2:31][CH3:32])=[CH:17][CH:16]=1)[CH3:30] |f:3.4.5|. Reported procedure: To a solution of 223 mg of 1,4-bis(8-diethylaminooctyl)benzene in 1 ml of ethanol was added 0.40 ml of ethyl iodide, and the mixture was refluxed for 2 hours, concentrated under a reduced pressure and further dried under reduced pressure. To the residue was added 3 ml of ethyl acetate to solidify the residue. To the solid was added 3 ml of acetone and the whole was stirred for 10 minutes and filtered. The resulting crystal was washed with ethyl acetate and n-hexane, and dried under a reduced pre... Starting materials: N1C(=CC2=CC=CC=C12)C=1C(NN=C(C1)C1=CC=NC=C1)=O (4-(1H-Indol-2-yl)-6-pyridin-4-yl-2H-pyridazin-3-one), C1CC(=O)N(C1=O)I (NIS). The solvent is CC(=O)C (acetone). Conditions: time 3 hour. Yields the product IC1=C(NC2=CC=CC=C12)C=1C(NN=C(C1)C1=CC=NC=C1)=O (4-(3-Iodo-1H-indol-2-yl)-6-pyridin-4-yl-2H-pyridazin-3-one). RXN SMILES: [NH:1]1[C:9]2[C:4](=[CH:5][CH:6]=[CH:7][CH:8]=2)[CH:3]=[C:2]1[C:10]1[C:11](=[O:22])[NH:12][N:13]=[C:14]([C:16]2[CH:21]=[CH:20][N:19]=[CH:18][CH:17]=2)[CH:15]=1.C1C(=O)N([I:30])C(=O)C1>CC(C)=O>[I:30][C:3]1[C:4]2[C:9](=[CH:8][CH:7]=[CH:6][CH:5]=2)[NH:1][C:2]=1[C:10]1[C:11](=[O:22])[NH:12][N:13]=[C:14]([C:16]2[CH:21]=[CH:20][N:19]=[CH:18][CH:17]=2)[CH:15]=1. Reported procedure: 577 mg 4-(1H-Indol-2-yl)-6-pyridin-4-yl-2H-pyridazin-3-one is suspended in 30 mL acetone and 550 mg NIS is added. The reaction mixture is stirred for 3 hours at room temperature, the precipitated product isolated by filtration and washed with acetone. The material product is used without further purification